From a dataset of the Open Reaction Database (ORD), a public repository of structured organic reaction records. describe an organic reaction: reactants, conditions, products, and yield Starting materials: COC=1C=C2C=C(C=NC2=CC1)C(=O)N (6-methoxy-quinoline-3-carboxamide), [OH-].[Na+] (sodium hydroxide), O (water), N1=CC=CC=C1 (pyridine), BrBr (bromine). Run at temperature 0 celsius, time 1 hour. The product is NC=1C=NC2=CC=C(C=C2C1)OC (3-amino-6-methoxyquinoline). Yield: 72.3%. As a reaction SMILES: [OH-].[Na+].O.BrBr.[CH3:6][O:7][C:8]1[CH:9]=[C:10]2[C:15](=[CH:16][CH:17]=1)[N:14]=[CH:13][C:12](C(N)=O)=[CH:11]2.[N:21]1C=CC=CC=1>>[NH2:21][C:12]1[CH:13]=[N:14][C:15]2[C:10]([CH:11]=1)=[CH:9][C:8]([O:7][CH3:6])=[CH:17][CH:16]=2 |f:0.1|. Procedure details: 104 kg of a 32% sodium hydroxide solution are added to 341 kg of water. The solution is cooled to 0° C. and 22.0 kg of bromine are introduced over 1.5 hours while maintaining the temperature at 0° C. The solution is stirred at this temperature for 1 hour, and then 409 kg of pyridine are introduced over 3 hours at 0° C. 26.5 kg of 6-methoxy-quinoline-3-carboxamide are then added over 50 minutes at 0° C. The reaction medium is kept at this temperature for 2 hours and then gradually heated to 60° C... Starting materials: O=C([O-])[O-], CCOC(=O)C(=Cc1ccc(-n2cnc(C)c2)c(OC)c1)CCCCl, CCO, Cl, [K+], [K+], NCc1cccc(Cl)n1, CN(C)C=O, O. As a reaction SMILES: [C:36](=[O:37])([O-:38])[O-:39].[CH2:1]([O:2][C:4]([C:5]([CH2:6][CH2:7][CH2:8][Cl:3])=[CH:10][c:11]1[cH:12][c:13]([O:23][CH3:24])[c:14](-[n:17]2[cH:18][n:19][c:20]([CH3:22])[cH:21]2)[cH:15][cH:16]1)=[O:25])[CH3:9].[CH3:42][CH2:43][OH:44].[ClH:35].[K+:40].[K+:41].[NH2:26][CH2:27][c:28]1[n:29][c:30]([Cl:34])[cH:31][cH:32][cH:33]1.[O:45]=[CH:46][N:47]([CH3:48])[CH3:49].[OH2:50]>>[C:4]1(=[O:25])[C:5](=[CH:10][c:11]2[cH:12][c:13]([O:23][CH3:24])[c:14](-[n:17]3[cH:18][n:19][c:20]([CH3:22])[cH:21]3)[cH:15][cH:16]2)[CH2:6][CH2:7][CH2:8][N:26]1[CH2:27][c:28]1[n:29][c:30]([Cl:34])[cH:31][cH:32][cH:33]1. Yields the product COc1cc(C=C2CCCN(Cc3cccc(Cl)n3)C2=O)ccc1-n1cnc(C)c1. Starting materials: C1(=CC=CC=C1)C=1N=CN(C1)C(C1=CC=CC=C1)(C1=CC=CC=C1)C1=CC=CC=C1 (4-phenyl-1-trityl-1H-imidazole), [Li]CCCC (BuLi), [NH4+].[Cl-] (NH4Cl), [Si](C)(C)(C(C)(C)C)OC=1C(=C(C=O)C=C(C1)OCC)F (3-(tert-butyldimethylsilyloxy)-5-ethoxy-2-fluorobenzaldehyde). Solvent: C1CCOC1 (THF), CCOC(=O)C (EtOAc), C1CCOC1 (THF). Reaction conditions: temperature 0 celsius, time 30 minute. The product is [Si](C)(C)(C(C)(C)C)OC=1C(=C(C=C(C1)OCC)C(O)C=1N(C=C(N1)C1=CC=CC=C1)C(C1=CC=CC=C1)(C1=CC=CC=C1)C1=CC=CC=C1)F ((3-(tert-butyldimethylsilyloxy)-5-ethoxy-2-fluorophenyl)(4-phenyl-1-trityl-1H-imidazol-2-yl)methanol). Yield: 84.6%. As a reaction SMILES: [C:1]1([C:7]2[N:8]=[CH:9][N:10]([C:12]([C:25]3[CH:30]=[CH:29][CH:28]=[CH:27][CH:26]=3)([C:19]3[CH:24]=[CH:23][CH:22]=[CH:21][CH:20]=3)[C:13]3[CH:18]=[CH:17][CH:16]=[CH:15][CH:14]=3)[CH:11]=2)[CH:6]=[CH:5][CH:4]=[CH:3][CH:2]=1.[Li]CCCC.[Si:36]([O:43][C:44]1[C:45]([F:55])=[C:46]([CH:49]=[C:50]([O:52][CH2:53][CH3:54])[CH:51]=1)[CH:47]=[O:48])([C:39]([CH3:42])([CH3:41])[CH3:40])([CH3:38])[CH3:37].[NH4+].[Cl-]>C1COCC1.CCOC(C)=O>[Si:36]([O:43][C:44]1[C:45]([F:55])=[C:46]([CH:47]([C:9]2[N:10]([C:12]([C:25]3[CH:26]=[CH:27][CH:28]=[CH:29][CH:30]=3)([C:13]3[CH:18]=[CH:17][CH:16]=[CH:15][CH:14]=3)[C:19]3[CH:20]=[CH:21][CH:22]=[CH:23][CH:24]=3)[CH:11]=[C:7]([C:1]3[CH:6]=[CH:5][CH:4]=[CH:3][CH:2]=3)[N:8]=2)[OH:48])[CH:49]=[C:50]([O:52][CH2:53][CH3:54])[CH:51]=1)([C:39]([CH3:40])([CH3:42])[CH3:41])([CH3:38])[CH3:37] |f:3.4|. Procedure details: To a solution of intermediate 8.1 (1.00 g, 2.59 mmol) in 20 mL THF at 0° C., was added BuLi (1.4 M, 2.03 mL, 2.85 mmol). The mixture was stirred for 30 min at 0° C., then a solution of 3-(tert-butyldimethylsilyloxy)-5-ethoxy-2-fluorobenzaldehyde (773 mg, 2.59 mmol) in 2 mL THF was added dropwise. The mixture was stirred at 0° C. for 30 min, quenced with sat. NH4Cl and diluted with EtOAc. The organic phase was washed with H2O and brine, dried (Na2SO4) and concentrated. The crude product was purif... Reactants: CC1=C(SC=C1)C(=O)O (3-methyl-2-thiophenecarboxylic acid), C(C)(C)OC(C)C (diisopropyl ether), [N+](=O)(O)[O-].O([N+](=O)[O-])CCN (nitroxyethylamine nitrate). Product: O([N+](=O)[O-])CCNC(=O)C=1SC=CC1C (N-(2-Nitroxyethyl)-3-methyl-2-thiophenecarboxamide). The yield is 42.8%. RXN SMILES: [CH3:1][C:2]1[CH:6]=[CH:5][S:4][C:3]=1[C:7]([OH:9])=O.[N+]([O-])(O)=O.[O:14]([CH2:18][CH2:19][NH2:20])[N+:15]([O-:17])=[O:16].C(OC(C)C)(C)C>>[O:14]([CH2:18][CH2:19][NH:20][C:7]([C:3]1[S:4][CH:5]=[CH:6][C:2]=1[CH3:1])=[O:9])[N+:15]([O-:17])=[O:16] |f:1.2|. Procedure: Following a similar treatment to that in Example 2 and using 0.60 g of 3-methyl-2-thiophenecarboxylic acid and 0.60 g of nitroxyethylamine nitrate, 0.35 g of the title compound was obtained as colorless needles (solvent for recrystallization; diisopropyl ether). Starting materials: C(O)([O-])=O.[Na+] (sodium hydrogen carbonate), N[C@@H](CS)C(=O)O (cysteine), S(O)(O)(=O)=O (sulfuric acid), N[C@@H](CCSC)C(=O)O (L-methionine), N[C@@H](CCSC)C(=O)O (methionine). Solvent: O (water), C([O-])([O-])=O.[Na+].[Na+] (sodium carbonate), C(C)O (ethyl alcohol). Run at temperature 90 celsius. The product is C(C)OC([C@@H](N)CCSC)=O (L-methionine ethyl ester). Isolated yield 92.3%. As a reaction SMILES: C(=O)([O-])O.[Na+].N[C@H:7](C(O)=O)[CH2:8]S.[NH2:13][C@H:14]([C:19]([OH:21])=[O:20])[CH2:15][CH2:16][S:17][CH3:18].S(=O)(=O)(O)O>O.C(=O)([O-])[O-].[Na+].[Na+].C(O)C>[CH2:7]([O:20][C:19](=[O:21])[C@H:14]([CH2:15][CH2:16][S:17][CH3:18])[NH2:13])[CH3:8] |f:0.1,6.7.8|. Procedure: In 2.5 liters of water containing 85 g of sodium carbonate and 26 g of sodium hydrogen carbonate, were dissolved 33 g of papain and 3.3 g of L cysteine as a papain activator. With stirring, 1 kg of a commercial soybean protein (manufactured and sold by Fuji Seiyu K.K. under trade name "Fujipro R") in limited amounts was added to the solution and thoroughly mixed and agitated. Separately, a suspension of 50 g of L-methionine in 320 ml of ethyl alcohol was gradually added to 35 ml of conc. sulfuri... As a reaction SMILES: Br[C:2]1[CH:3]=[N:4][CH:5]=[C:6]([Br:8])[CH:7]=1.[F:9][C:10]([F:21])([F:20])[C:11]1[CH:16]=[CH:15][C:14](B(O)O)=[CH:13][CH:12]=1>>[Br:8][C:6]1[CH:5]=[N:4][CH:3]=[C:2]([C:14]2[CH:15]=[CH:16][C:11]([C:10]([F:21])([F:20])[F:9])=[CH:12][CH:13]=2)[CH:7]=1. Yields the product BrC=1C=NC=C(C1)C1=CC=C(C=C1)C(F)(F)F (3-Bromo-5-(4-trifluoromethyl-phenyl)-pyridine). Procedure details: Prepared according to the procedure described in Example 1, Step 10, using 3,5-dibromo-pyridine and 4-(trifluoromethyl)-phenylboronic acid. Reactants: BrC=1C=NC=C(C1)Br (3,5-dibromo-pyridine), FC(C1=CC=C(C=C1)B(O)O)(F)F (4-(trifluoromethyl)-phenylboronic acid).